This data is from the Open Reaction Database (ORD), a public repository of structured organic reaction records. The task is: describe an organic reaction: reactants, conditions, products, and yield Reactants: O (water), ice, BrC1=CC=CC2=C1N(C(N2)=O)C (7-Bromo-1-methyl-1,3-dihydro-2H-benzimidazol-2-one), P(=O)(Cl)(Cl)Cl (phosphorous oxychloride). Conditions: temperature 110 celsius, time 1 hour. The product is BrC1=CC=CC2=C1N(C(=N2)Cl)C (7-Bromo-2-chloro-1-methyl-1H-benzimidazole). RXN SMILES: [Br:1][C:2]1[C:7]2[N:8]([CH3:12])[C:9](=O)[NH:10][C:6]=2[CH:5]=[CH:4][CH:3]=1.O.P(Cl)(Cl)([Cl:16])=O>>[Br:1][C:2]1[C:7]2[N:8]([CH3:12])[C:9]([Cl:16])=[N:10][C:6]=2[CH:5]=[CH:4][CH:3]=1. Procedure details: 7-Bromo-1-methyl-1,3-dihydro-2H-benzimidazol-2-one (2.20 g, 9.69 mmol) was dissolved in 30 mL of phosphorous oxychloride and the mixture was heated at 110° C. for 2 days. The reaction allowed to cool to room temperature, poured into water with an ice, and stirred for 1 h. The aqueous solution was extracted with ethyl acetate. The extract was washed with aqueous sodium bicarbonate, dried over magnesium sulfate, filtered and concentrated in vacuo to give 2.32 g of the title compound, which was use... Starting materials: C(C)C1C(CCC(C(OC(C2CCCCN2C(C(C2(C(CC(C(C(CC(CC(=C1)C)C)OC)O2)OC)C)O)=O)=O)=O)C(=CC2CC(C(CC2)OS(=O)(=O)C2=C(C=CC=C2)[N+](=O)[O-])OCCC)C)C)=O (17-ethyl-1-hydroxy-12-[2'-(4"-(o-nitrophenylsulfonyloxy)-3"-propyloxycyclohexyl)-1'-methylvinyl]-23,25-dimethoxy-13,19,21,27-tetramethyl-11,28-dioxa-4-azatricyclo[22.3.1.04,9 ]octacos-18-ene-2,3,10,16-tetraone), [N-]=[N+]=[N-].[Na+] (sodium azide). The solvent is C(C)(=O)OCC (ethyl acetate), CN(C=O)C (N,N-dimethyl formamide). Reaction conditions: temperature 70 celsius. The product is C(C)C1C(CCC(C(OC(C2CCCCN2C(C(C2(C(CC(C(C(CC(CC(=C1)C)C)OC)O2)OC)C)O)=O)=O)=O)C(=CC2CC(C(CC2)N=[N+]=[N-])OCCC)C)C)=O (17-Ethyl-1-hydroxy-12-[2'-(4"-azido-3"-propyloxycyclohexyl)-1'-methylvinyl]-23,25-dimethoxy-13,19,21,27-tetramethyl-11,28-dioxa-4-azatricyclo[22.3.1.04,9 ]octacos-18-ene-2,3,10,16-tetraone). Yield: 55.9%. Reaction SMILES: [CH2:1]([CH:3]1[CH:29]=[C:28]([CH3:30])[CH2:27][CH:26]([CH3:31])[CH2:25][CH:24]([O:32][CH3:33])[CH:23]2[O:34][C:19]([OH:38])([CH:20]([CH3:37])[CH2:21][CH:22]2[O:35][CH3:36])[C:18](=[O:39])[C:17](=[O:40])[N:16]2[CH:11]([CH2:12][CH2:13][CH2:14][CH2:15]2)[C:10](=[O:41])[O:9][CH:8]([C:42]([CH3:67])=[CH:43][CH:44]2[CH2:49][CH2:48][CH:47](OS(C3C=CC=CC=3[N+]([O-])=O)(=O)=O)[CH:46]([O:63][CH2:64][CH2:65][CH3:66])[CH2:45]2)[CH:7]([CH3:68])[CH2:6][CH2:5][C:4]1=[O:69])[CH3:2].[N-:70]=[N+:71]=[N-:72].[Na+]>CN(C)C=O.C(OCC)(=O)C>[CH2:1]([CH:3]1[CH:29]=[C:28]([CH3:30])[CH2:27][CH:26]([CH3:31])[CH2:25][CH:24]([O:32][CH3:33])[CH:23]2[O:34][C:19]([OH:38])([CH:20]([CH3:37])[CH2:21][CH:22]2[O:35][CH3:36])[C:18](=[O:39])[C:17](=[O:40])[N:16]2[CH:11]([CH2:12][CH2:13][CH2:14][CH2:15]2)[C:10](=[O:41])[O:9][CH:8]([C:42]([CH3:67])=[CH:43][CH:44]2[CH2:49][CH2:48][CH:47]([N:70]=[N+:71]=[N-:72])[CH:46]([O:63][CH2:64][CH2:65][CH3:66])[CH2:45]2)[CH:7]([CH3:68])[CH2:6][CH2:5][C:4]1=[O:69])[CH3:2] |f:1.2|. Reported procedure: To a solution of 17-ethyl-1-hydroxy-12-[2'-(4"-(o-nitrophenylsulfonyloxy)-3"-propyloxycyclohexyl)-1'-methylvinyl]-23,25-dimethoxy-13,19,21,27-tetramethyl-11,28-dioxa-4-azatricyclo[22.3.1.04,9 ]octacos-18-ene-2,3,10,16-tetraone (111 mg) in N,N-dimethyl formamide (1.1 ml) was added an excess of sodium azide (32 mg) and the mixture heated to 70° C. After 5.5 hours the reaction was cooled to room temperature, diluted with ethyl acetate, extracted from half-saturated ammonium chloride, and washed wit... Reactants: ClC1=C(NC(C)=O)C=CC(=C1)C#N (2'-chloro-4'-cyanoacetanilide), Cl (hydrochloric acid). Run in C(C)O (ethanol). Product: NC1=C(C=C(C#N)C=C1)Cl (4-amino-3-chlorobenzonitrile). The yield is 58.2%. As a reaction SMILES: [Cl:1][C:2]1[CH:11]=[C:10]([C:12]#[N:13])[CH:9]=[CH:8][C:3]=1[NH:4]C(=O)C.Cl>C(O)C>[NH2:4][C:3]1[CH:8]=[CH:9][C:10]([C:12]#[N:13])=[CH:11][C:2]=1[Cl:1]. Reported procedure: A mixture of 2'-chloro-4'-cyanoacetanilide (12.5 g) and concentrated hydrochloric acid (10 ml) in ethanol (50 ml) was refluxed for 30 minutes, and concentrated under reduced pressure. The residue was dissolved in water, adjusted to pH 9 with 4N-sodium hydroxide aqueous solution, and extracted with chloroform. The extract was concentrated and the residue was subjected to column chromatography on silica gel (150 g) eluting with chloroform. The fractions containing the desired compound were combine...